Dataset: the Open Reaction Database (ORD), a public repository of structured organic reaction records. Task: describe an organic reaction: reactants, conditions, products, and yield The reactants are Cl.CC(C(=O)O)(C)OC=1C=C2C(=C(N(C2=CC1)CCC)C)C1=CC=NC=C1 (2-methyl-2-[2-methyl-1-propyl-3-(4-pyridyl)-1H-indole-5-yloxy]propanoic acid hydrochloride), C(C)NCC (diethylamine). Yields the product C(C)N(C(C(C)(OC=1C=C2C(=C(N(C2=CC1)CCC)C)C1=CC=NC=C1)C)=O)CC (2-Methyl-2-[2-methyl-1-propyl-3-(4-pyridyl)-1H-indole-5-yloxy]-propanoic acid diethylamide). As a reaction SMILES: Cl.[CH3:2][C:3]([O:8][C:9]1[CH:10]=[C:11]2[C:15](=[CH:16][CH:17]=1)[N:14]([CH2:18][CH2:19][CH3:20])[C:13]([CH3:21])=[C:12]2[C:22]1[CH:27]=[CH:26][N:25]=[CH:24][CH:23]=1)([CH3:7])[C:4]([OH:6])=O.[CH2:28]([NH:30][CH2:31][CH3:32])[CH3:29]>>[CH2:28]([N:30]([CH2:31][CH3:32])[C:4](=[O:6])[C:3]([CH3:2])([O:8][C:9]1[CH:10]=[C:11]2[C:15](=[CH:16][CH:17]=1)[N:14]([CH2:18][CH2:19][CH3:20])[C:13]([CH3:21])=[C:12]2[C:22]1[CH:23]=[CH:24][N:25]=[CH:26][CH:27]=1)[CH3:7])[CH3:29] |f:0.1|. Procedure details: The above compound was prepared from 2-methyl-2-[2-methyl-1-propyl-3-(4-pyridyl)-1H-indole-5-yloxy]propanoic acid hydrochloride and diethylamine using a procedure analogous to that of Example 128. Starting materials: CO, COc1ccc(C=O)cc1OC1CCCC1, C[N+](=O)[O-], [Na+], [OH-], O. Yields the product COc1ccc(C=C[N+](=O)[O-])cc1OC1CCCC1. As a reaction SMILES: [CH3:23][OH:24].[CH:1]1([O:6][c:7]2[cH:8][c:9]([CH:10]=[O:11])[cH:12][cH:13][c:14]2[O:15][CH3:16])[CH2:2][CH2:3][CH2:4][CH2:5]1.[N+:17](=[O:18])([O-:19])[CH3:20].[Na+:22].[OH-:21].[OH2:25]>>[CH:1]1([O:6][c:7]2[cH:8][c:9]([CH:10]=[CH:20][N+:17](=[O:18])[O-:19])[cH:12][cH:13][c:14]2[O:15][CH3:16])[CH2:2][CH2:3][CH2:4][CH2:5]1. Reactants: COc1cc2nc(-c3ccc(-c4ccccc4)c(F)c3)nc(Nc3ccc4c(cnn4C(=O)OC(C)(C)C)c3)c2cc1OC(C)=O, CO, [NH4+], [OH-]. Yields the product COc1cc2nc(-c3ccc(-c4ccccc4)c(F)c3)nc(Nc3ccc4c(cnn4C(=O)OC(C)(C)C)c3)c2cc1O. Reaction SMILES: [C:1](=[O:2])([CH3:3])[O:4][c:5]1[cH:6][c:7]2[c:8]([NH:30][c:31]3[cH:32][c:33]4[cH:34][n:35][n:36]([C:40](=[O:41])[O:42][C:43]([CH3:44])([CH3:45])[CH3:46])[c:37]4[cH:38][cH:39]3)[n:9][c:10](-[c:17]3[cH:18][c:19]([F:29])[c:20](-[c:23]4[cH:24][cH:25][cH:26][cH:27][cH:28]4)[cH:21][cH:22]3)[n:11][c:12]2[cH:13][c:14]1[O:15][CH3:16].[CH3:49][OH:50].[NH4+:48].[OH-:47]>>[OH:4][c:5]1[cH:6][c:7]2[c:8]([NH:30][c:31]3[cH:32][c:33]4[cH:34][n:35][n:36]([C:40](=[O:41])[O:42][C:43]([CH3:44])([CH3:45])[CH3:46])[c:37]4[cH:38][cH:39]3)[n:9][c:10](-[c:17]3[cH:18][c:19]([F:29])[c:20](-[c:23]4[cH:24][cH:25][cH:26][cH:27][cH:28]4)[cH:21][cH:22]3)[n:11][c:12]2[cH:13][c:14]1[O:15][CH3:16]. Reactants: CCOC(=O)CC(=O)OCC, CC#N, Ic1ccccc1. Yields the product CCOC(=O)C(C(=O)OCC)c1ccccc1. As a reaction SMILES: [C:1]([CH2:2][C:3](=[O:4])[O:5][CH2:6][CH3:7])(=[O:8])[O:9][CH2:10][CH3:11].[CH3:19][C:20]#[N:21].[I:12][c:13]1[cH:14][cH:15][cH:16][cH:17][cH:18]1>>[C:1]([CH:2]([C:3](=[O:4])[O:5][CH2:6][CH3:7])[c:13]1[cH:14][cH:15][cH:16][cH:17][cH:18]1)(=[O:8])[O:9][CH2:10][CH3:11]. Starting materials: C1CCOC1, CCC(Cl)C(=O)NC(CO)c1ccccc1, [H-], [Na+], [Na+], O=C([O-])O. Product: CCC1OCC(c2ccccc2)NC1=O. As a reaction SMILES: [CH2:24]1[O:25][CH2:26][CH2:27][CH2:28]1.[Cl:1][CH:2]([C:3](=[O:4])[NH:5][CH:6]([CH2:7][OH:8])[c:9]1[cH:10][cH:11][cH:12][cH:13][cH:14]1)[CH2:15][CH3:16].[H-:18].[Na+:17].[Na+:23].[O-:19][C:20]([OH:21])=[O:22]>>[CH:2]1([CH2:15][CH3:16])[C:3](=[O:4])[NH:5][CH:6]([c:9]2[cH:10][cH:11][cH:12][cH:13][cH:14]2)[CH2:7][O:8]1. The reactants are C(C1=CC=CC=C1)OCCl (benzyloxymethyl chloride), oil, [H-].[Na+] (sodium hydride), C(C1=CC=CC=C1)C1=C(N=C(N1)C)C(C)C (5-benzyl-4-isopropyl-2-methylimidazole). Run in CN(C=O)C (dimethylformamide). Product: C(C1=CC=CC=C1)C1=C(N=C(N1COCC1=CC=CC=C1)C)C(C)C (5-benzyl-1-benzyloxymethyl-4-isopropyl-2-methylimidazole). Yield: 53.5%. Reaction SMILES: [CH2:1]([C:8]1[NH:12][C:11]([CH3:13])=[N:10][C:9]=1[CH:14]([CH3:16])[CH3:15])[C:2]1[CH:7]=[CH:6][CH:5]=[CH:4][CH:3]=1.[H-].[Na+].[CH2:19]([O:26][CH2:27]Cl)[C:20]1[CH:25]=[CH:24][CH:23]=[CH:22][CH:21]=1>CN(C)C=O>[CH2:1]([C:8]1[N:12]([CH2:27][O:26][CH2:19][C:20]2[CH:25]=[CH:24][CH:23]=[CH:22][CH:21]=2)[C:11]([CH3:13])=[N:10][C:9]=1[CH:14]([CH3:16])[CH3:15])[C:2]1[CH:3]=[CH:4][CH:5]=[CH:6][CH:7]=1 |f:1.2|. Procedure details: To a solution of 980 mg of 5-benzyl-4-isopropyl-2-methylimidazole (4.58 mmol) in 9.8 ml of dry dimethylformamide is added 238 mg of 60% oil suspension of sodium hydride (5.95 mmol) under ice cooling. Ten minutes later, 935 mg of benzyloxymethyl chloride (5.97 mmol) is dropwise added. One hour later, the reaction mixture is poured onto ice water and extracted with ethyl acetate. The extract is washed with saturated brine, dried over sodium sulfate, filtered and the liltrate is concentrated in vac... Procedure details: Morpholine (0.47 g, 5.39 mmol) (Wako Pure Chemical Industries, Ltd.), triphenylchloromethane (1.50 g, 5.39 mmol) (Wako Pure Chemical Industries, Ltd.), and potassium carbonate (0.75 g, 5.39 mmol) (Wako Pure Chemical Industries, Ltd.) were added to N,N-dimethylformamide (5 mL) (Wako Pure Chemical Industries, Ltd.), and the mixture was stirred at room temperature overnight. A saturated aqueous solution of sodium hydrogen carbonate (Wako Pure Chemical Industries, Ltd.) was added to the reaction sol... Yield: 23.7%. Run in C(C)(=O)OCC (ethyl acetate), CN(C=O)C (N,N-dimethylformamide). Reaction SMILES: [NH:1]1[CH2:6][CH2:5][O:4][CH2:3][CH2:2]1.[C:7]1([C:13]([C:21]2[CH:26]=[CH:25][CH:24]=[CH:23][CH:22]=2)([C:15]2[CH:20]=[CH:19][CH:18]=[CH:17][CH:16]=2)Cl)[CH:12]=[CH:11][CH:10]=[CH:9][CH:8]=1.C(=O)([O-])[O-].[K+].[K+].C(=O)([O-])O.[Na+]>C(OCC)(=O)C.CN(C)C=O>[C:7]1([C:13]([C:15]2[CH:16]=[CH:17][CH:18]=[CH:19][CH:20]=2)([C:21]2[CH:22]=[CH:23][CH:24]=[CH:25][CH:26]=2)[N:1]2[CH2:6][CH2:5][O:4][CH2:3][CH2:2]2)[CH:8]=[CH:9][CH:10]=[CH:11][CH:12]=1 |f:2.3.4,5.6|. Run at time 8 hour. The product is C1(=CC=CC=C1)C(N1CCOCC1)(C1=CC=CC=C1)C1=CC=CC=C1 (N-(triphenylmethyl)morpholine). Starting materials: C(O)([O-])=O.[Na+] (sodium hydrogen carbonate), N1CCOCC1 (Morpholine), C1(=CC=CC=C1)C(Cl)(C1=CC=CC=C1)C1=CC=CC=C1 (triphenylchloromethane), C([O-])([O-])=O.[K+].[K+] (potassium carbonate).